Dataset: the Open Reaction Database (ORD), a public repository of structured organic reaction records. Task: describe an organic reaction: reactants, conditions, products, and yield The reactants are C(C)(C)(C)OC(=O)N1CCN(CC1)C=1C(N(N=C(C1C)C1=CC(=C(C=C1)C)F)CC(C)C)=O (4-(4-tert-butoxycarbonyl-1-piperazinyl)-methyl-6-(3-fluoro-4-methylphenyl)-2-isobutyl-2H-pyridazin-3-one), C(C(C)C)N1N=C(C=C(C1=O)COS(=O)(=O)C)C1=CC=C(C=C1)C(F)(F)F (2-isobutyl-4-methanesulfonyloxymethyl-6-(4-trifluoromethylphenyl)-2H-pyridazin-3-one), CN1CCNCC1 (1-methylpiperazine). Product: C(C(C)C)N1N=C(C(=C(C1=O)N1CCN(CC1)C)C)C1=CC=C(C=C1)C(F)(F)F (2-isobutyl-4-(4-methyl-1-piperazinyl)-methyl-6-(4-trifluoromethylphenyl)-2H-pyridazin-3-one). Isolated yield 81.1%. Reaction SMILES: C(O[C:6]([N:8]1[CH2:13][CH2:12][N:11](C2C(=O)N(CC(C)C)N=C(C3C=CC(C)=C(F)C=3)C=2C)[CH2:10][CH2:9]1)=O)(C)(C)C.[CH2:34]([N:38]1[C:43](=[O:44])[C:42](COS(C)(=O)=O)=[CH:41][C:40]([C:51]2[CH:56]=[CH:55][C:54]([C:57]([F:60])([F:59])[F:58])=[CH:53][CH:52]=2)=[N:39]1)[CH:35]([CH3:37])[CH3:36].[CH3:61]N1CCNCC1>>[CH2:34]([N:38]1[C:43](=[O:44])[C:42]([N:11]2[CH2:12][CH2:13][N:8]([CH3:6])[CH2:9][CH2:10]2)=[C:41]([CH3:61])[C:40]([C:51]2[CH:52]=[CH:53][C:54]([C:57]([F:59])([F:60])[F:58])=[CH:55][CH:56]=2)=[N:39]1)[CH:35]([CH3:37])[CH3:36]. Procedure details: Following the procedure of Example 1 (10), 2-isobutyl-4-methanesulfonyloxymethyl-6-(4-trifluoromethylphenyl)-2H-pyridazin-3-one and 1-methylpiperazine were reacted to yield the title compound as a yellow oil (yield: 81.1%). Reactants: BrC=1C=C(C(N(C1)C)=O)NC1=NNC(=C1)C (5-Bromo-1-methyl-3-(5-methyl-1H-pyrazol-3-ylamino)pyridin-2(1H)-one), C(C)(=O)OCC1=C(C=CC=C1B1OC(C(O1)(C)C)(C)C)N1C(C=2C=C3CCCCN3C2CC1)=O (2-(1-Oxo-3,4,6,7,8,9-hexahydropyrido[3,4-b]indolizin-2(1H)-yl)-6-(4,4,5,5-tetramethyl-1,3,2-dioxaborolan-2-yl)benzyl Acetate). Yields the product OCC1=C(C=CC=C1C1=CN(C(C(=C1)NC1=NNC(=C1)C)=O)C)N1C(C=2C=C3CCCCN3C2CC1)=O (2-(2-(Hydroxymethyl)-3-(1-methyl-5-(5-methyl-1H-pyrazol-3-ylamino)-6-oxo-1,6-dihydropyridin-3-yl)phenyl)-3,4,6,7,8,9-hexahydropyrido[3,4-b]indolizin-1(2H)-one). Yield: 17.0%. Reaction SMILES: Br[C:2]1[CH:3]=[C:4]([NH:10][C:11]2[CH:15]=[C:14]([CH3:16])[NH:13][N:12]=2)[C:5](=[O:9])[N:6]([CH3:8])[CH:7]=1.C([O:20][CH2:21][C:22]1[C:27](B2OC(C)(C)C(C)(C)O2)=[CH:26][CH:25]=[CH:24][C:23]=1[N:37]1[CH2:49][CH2:48][C:47]2[N:46]3[C:41]([CH2:42][CH2:43][CH2:44][CH2:45]3)=[CH:40][C:39]=2[C:38]1=[O:50])(=O)C>>[OH:20][CH2:21][C:22]1[C:27]([C:2]2[CH:3]=[C:4]([NH:10][C:11]3[CH:15]=[C:14]([CH3:16])[NH:13][N:12]=3)[C:5](=[O:9])[N:6]([CH3:8])[CH:7]=2)=[CH:26][CH:25]=[CH:24][C:23]=1[N:37]1[CH2:49][CH2:48][C:47]2[N:46]3[C:41]([CH2:42][CH2:43][CH2:44][CH2:45]3)=[CH:40][C:39]=2[C:38]1=[O:50]. Procedure details: Using the same general procedure as described for 118, reaction of 112a (200 mg, 0.706 mmol) and 118f (330 mg, 0.710 mmol) afforded a 17% yield (60 mg) of 225 as a green-yellow solid: mp 199-200° C.; 1H NMR (500 MHz, DMSO-d6) d 11.69 (s, 1H), 7.99 (s, 1H), 7.93 (s, 1H), 7.41 (t, 1H, J=8.0 Hz), 7.25 (d, 3H, J=8.5 Hz), 6.00 (s, 1H), 5.86 (s, 1H), 4.69 (br s, 1H), 4.31 (m, 2H), 3.97 (m, 1H), 3.91 (m, 1H), 3.79 (m, 2H), 3.56 (s, 3H), 3.01 (m, 1H), 2.90 (m, 1H), 2.70 (m, 2H), 2.15 (s, 3H), 1.90 (m, 2... Starting materials: solution, [F-].C(CCC)[N+](CCCC)(CCCC)CCCC (tetra-n-butylammonium fluoride), CS(=O)(=O)OCC1=NC(=C2N=CN(C2=N1)[C@@H]1O[C@@H]([C@H]([C@H]1O[Si](C)(C)C(C)(C)C)O[Si](C)(C)C(C)(C)C)COC)NCC(C1=CC=CC=C1)C1=CC=CC=C1 ({9-[(2R,3R,4R,5R)-3,4-bis{[tert-butyl(dimethyl)silyl]oxy}-5-(methoxymethyl)tetrahydro-2-furanyl]-6-[(2,2-diphenylethyl)amino]-9H-purin-2-yl}methyl methanesulfonate). The solvent is O1CCCC1 (tetrahydrofuran), O1CCCC1 (tetrahydrofuran). Reaction conditions: time 24 hour. Yields the product CS(=O)(=O)OCC1=NC(=C2N=CN(C2=N1)[C@@H]1O[C@@H]([C@H]([C@H]1O)O)COC)NCC(C1=CC=CC=C1)C1=CC=CC=C1 ({9-[(2R,3R,4S,5R)-3,4-Dihydroxy-5-(methoxymethyl)tetrahydro-2-furanyl]-6-[(2,2-diphenylethyl)amino]-9H-purin-2-yl}methyl methanesulfonate). The yield is 81.9%. Reaction SMILES: [CH3:1][S:2]([O:5][CH2:6][C:7]1[N:15]=[C:14]2[C:10]([N:11]=[CH:12][N:13]2[C@H:16]2[C@H:20]([O:21][Si](C(C)(C)C)(C)C)[C@H:19]([O:29][Si](C(C)(C)C)(C)C)[C@@H:18]([CH2:37][O:38][CH3:39])[O:17]2)=[C:9]([NH:40][CH2:41][CH:42]([C:49]2[CH:54]=[CH:53][CH:52]=[CH:51][CH:50]=2)[C:43]2[CH:48]=[CH:47][CH:46]=[CH:45][CH:44]=2)[N:8]=1)(=[O:4])=[O:3].[F-].C([N+](CCCC)(CCCC)CCCC)CCC>O1CCCC1>[CH3:1][S:2]([O:5][CH2:6][C:7]1[N:15]=[C:14]2[C:10]([N:11]=[CH:12][N:13]2[C@H:16]2[C@H:20]([OH:21])[C@H:19]([OH:29])[C@@H:18]([CH2:37][O:38][CH3:39])[O:17]2)=[C:9]([NH:40][CH2:41][CH:42]([C:49]2[CH:50]=[CH:51][CH:52]=[CH:53][CH:54]=2)[C:43]2[CH:44]=[CH:45][CH:46]=[CH:47][CH:48]=2)[N:8]=1)(=[O:4])=[O:3] |f:1.2|. Procedure details: {9-[(2R,3R,4R,5R)-3,4-bis{[tert-butyl(dimethyl)silyl]oxy}-5-(methoxymethyl)tetrahydro-2-furanyl]-6-[(2,2-diphenylethyl)amino]-9H-purin-2-yl}methyl methanesulfonate (240 mg, 0.3 mmol) (preparation 16) was dissolved in stirred tetrahydrofuran (1 ml) and a 1 molar solution of tetra-n-butylammonium fluoride in tetrahydrofuran (0.6 ml, 0.6 mmol) added. The reaction mixture was stirred at room temperature for 24 hr. The solvent was removed under reduced pressure and the residue purified by column chro... The reactants are C(C1=CC=CC=C1)NC1CC(C(CC1)C(=O)OC)OC (Methyl 4-(benzylamino)-2-methoxycyclohexanecarboxylate), [H][H] (hydrogen), [H][H] (hydrogen). Reagents/catalysts: [OH-].[OH-].[Pd+2] (palladium hydroxide on carbon), [OH-].[OH-].[Pd+2] (palladium hydroxide on carbon). The solvent is CO (methanol). Run at time 24 hour. Product: NC1CC(C(CC1)C(=O)OC)OC (methyl 4-amino-2-methoxycyclohexanecarboxylate). RXN SMILES: C([NH:8][CH:9]1[CH2:14][CH2:13][CH:12]([C:15]([O:17][CH3:18])=[O:16])[CH:11]([O:19][CH3:20])[CH2:10]1)C1C=CC=CC=1.[H][H]>CO.[OH-].[OH-].[Pd+2]>[NH2:8][CH:9]1[CH2:14][CH2:13][CH:12]([C:15]([O:17][CH3:18])=[O:16])[CH:11]([O:19][CH3:20])[CH2:10]1 |f:3.4.5|. Procedure details: Methyl 4-(benzylamino)-2-methoxycyclohexanecarboxylate (1.84 g, 6.63 mmol, racemic mixture of diastereomers) and palladium hydroxide on carbon (20 weight %, 0.233 g, 0.332 mmol) in methanol (35 mL) were combined, and the atmosphere was exchanged for hydrogen (balloon) via four vacuum hydrogen flush cycles. After 24 hours, additional palladium hydroxide on carbon (20 weight %, 0.233 g, 0.332 mmol) was added, and the reaction mixture was again placed under a hydrogen atmosphere. Following another ... Starting materials: CN(C(OCC1=CC=CC=C1)=O)[C@@H]1CNCC1 (benzyl N-methyl-(S)-pyrrolidin-3-ylcarbamate), C(C1=CC=CC=C1)OC(=O)N(C)[C@H]1CN(CC1)C(=O)OC(C)(C)C (tert-butyl (R)-3-(N-benzyloxycarbonyl-N-methylamino)-pyrrolidine-1-carboxylate), C(C1=CC=CC=C1)OC(=O)N(C)[C@H]1CN(CC1)C(=O)OC(C)(C)C (tert-butyl (R)-3-(N-benzyloxycarbonyl-N-methylamino)-pyrrolidine-1-carboxylate). The product is CN(C(OCC1=CC=CC=C1)=O)[C@H]1CNCC1 (Benzyl N-methyl-(R)-pyrrolidin-3-ylcarbamate). RXN SMILES: [CH3:1][N:2]([C@H:13]1[CH2:17][CH2:16][NH:15][CH2:14]1)[C:3](=[O:12])[O:4][CH2:5][C:6]1[CH:11]=[CH:10][CH:9]=[CH:8][CH:7]=1.C(OC(N([C@@H]1CCN(C(OC(C)(C)C)=O)C1)C)=O)C1C=CC=CC=1>>[CH3:1][N:2]([C@@H:13]1[CH2:17][CH2:16][NH:15][CH2:14]1)[C:3](=[O:12])[O:4][CH2:5][C:6]1[CH:11]=[CH:10][CH:9]=[CH:8][CH:7]=1. Procedure: Prepared by proceeding in a similar manner to Intermediate 129, starting from tert-butyl (R)-3-(N-benzyloxycarbonyl-N-methylamino)-pyrrolidine-1-carboxylate (Intermediate 135) as a pale coloured oil. As a reaction SMILES: Br.[CH3:2][N:3]([CH2:5][C:6]1[CH:11]=[CH:10][CH:9]=[C:8]([OH:12])[C:7]=1[CH2:13][CH2:14][CH3:15])[CH3:4].N1C=CC=CC=1.[C:22]([Cl:25])(=[O:24])[CH3:23].C(=O)([O-])[O-].[K+].[K+]>CN(C)C1C=CN=CC=1.O.C(Cl)Cl>[ClH:25].[CH3:4][N:3]([CH2:5][C:6]1[CH:11]=[CH:10][CH:9]=[C:8]([O:12][C:22](=[O:24])[CH3:23])[C:7]=1[CH2:13][CH2:14][CH3:15])[CH3:2] |f:0.1,4.5.6,10.11|. Reported procedure: To a solution of 83 g. of N,N-dimethyl-3-hydroxy-2-propylbenzylamine hydrobromide in 40 ml. of pyridine, 3 g. of 4-(dimethylamino)pyridine, and one liter of methylene chloride cooled by means of an external ice bath were added 32.3 ml. of acetyl chloride. After stirring two hours with cooling, 150 ml. of water were added and a solution was stirred an additional 30 minutes. The reaction was then treated with a large excess of a potassium carbonate solution and the layers were separated. The methy... The reagents and catalysts are CN(C1=CC=NC=C1)C (4-(dimethylamino)pyridine). The reactants are Br.CN(C)CC1=C(C(=CC=C1)O)CCC (N,N-dimethyl-3-hydroxy-2-propylbenzylamine hydrobromide), C([O-])([O-])=O.[K+].[K+] (potassium carbonate), N1=CC=CC=C1 (pyridine), C(C)(=O)Cl (acetyl chloride). Reaction conditions: time 2 hour. The product is Cl.CN(C)CC1=C(C(=CC=C1)OC(C)=O)CCC (N,N-dimethyl-3-acetoxy-2-propylbenzylamine hydrochloride). The solvent is C(Cl)Cl (methylene chloride), O (water). Reactants: O=[N+]([O-])c1cccc(CBr)c1F, Cc1csc2cc(Oc3ncccn3)ccc12, [Cl-], [Cl-], ClCCl, [Zn+2]. Yields the product Cc1c(Cc2cccc([N+](=O)[O-])c2F)sc2cc(Oc3ncccn3)ccc12. Reaction SMILES: [Br:1][CH2:2][c:3]1[c:4]([F:12])[c:5]([N+:9](=[O:10])[O-:11])[cH:6][cH:7][cH:8]1.[CH3:13][c:14]1[c:15]2[c:16]([s:17][cH:18]1)[cH:19][c:20]([O:23][c:24]1[n:25][cH:26][cH:27][cH:28][n:29]1)[cH:21][cH:22]2.[Cl-:33].[Cl-:35].[Cl:30][CH2:31][Cl:32].[Zn+2:34]>>[CH2:2]([c:3]1[c:4]([F:12])[c:5]([N+:9](=[O:10])[O-:11])[cH:6][cH:7][cH:8]1)[c:18]1[c:14]([CH3:13])[c:15]2[c:16]([s:17]1)[cH:19][c:20]([O:23][c:24]1[n:25][cH:26][cH:27][cH:28][n:29]1)[cH:21][cH:22]2. Reactants: CC1(C(=O)c2c[nH]c3ncc(Br)nc23)CCCC1, OB(O)c1cccc(N2CCCC2)c1. Product: CC1(C(=O)c2c[nH]c3ncc(-c4cccc(N5CCCC5)c4)nc23)CCCC1. RXN SMILES: [Br:1][c:2]1[n:3][c:4]2[c:5]([n:6][cH:7]1)[nH:8][cH:9][c:10]2[C:11](=[O:12])[C:13]1([CH3:18])[CH2:14][CH2:15][CH2:16][CH2:17]1.[N:19]1([c:24]2[cH:25][c:26]([B:30]([OH:31])[OH:32])[cH:27][cH:28][cH:29]2)[CH2:20][CH2:21][CH2:22][CH2:23]1>>[c:2]1(-[c:26]2[cH:25][c:24]([N:19]3[CH2:20][CH2:21][CH2:22][CH2:23]3)[cH:29][cH:28][cH:27]2)[n:3][c:4]2[c:5]([n:6][cH:7]1)[nH:8][cH:9][c:10]2[C:11](=[O:12])[C:13]1([CH3:18])[CH2:14][CH2:15][CH2:16][CH2:17]1. Starting materials: ClCCl, F, c1ccncc1, COC(=O)C1OC1(C)c1cccs1. The product is COC(=O)C(O)C(C)(F)c1cccs1. As a reaction SMILES: [Cl:21][CH2:22][Cl:23].[FH:20].[n:14]1[cH:15][cH:16][cH:17][cH:18][cH:19]1.[s:1]1[c:2]([C:6]2([CH3:13])[CH:7]([C:8](=[O:9])[O:10][CH3:11])[O:12]2)[cH:3][cH:4][cH:5]1>>[s:1]1[c:2]([C:6]([CH:7]([C:8](=[O:9])[O:10][CH3:11])[OH:12])([CH3:13])[F:20])[cH:3][cH:4][cH:5]1. Starting materials: Oc1ccccc1OCc1ccccc1, CCO, OCC1CO1, c1ccncc1. The product is OCC(O)COc1ccccc1OCc1ccccc1. As a reaction SMILES: [CH2:1]([c:2]1[cH:3][cH:4][cH:5][cH:6][cH:7]1)[O:8][c:9]1[c:10]([OH:15])[cH:11][cH:12][cH:13][cH:14]1.[CH3:27][CH2:28][OH:29].[CH:16]1([CH2:17][OH:18])[CH2:19][O:20]1.[cH:21]1[cH:22][cH:23][n:24][cH:25][cH:26]1>>[CH2:1]([c:2]1[cH:3][cH:4][cH:5][cH:6][cH:7]1)[O:8][c:9]1[c:10]([O:15][CH2:19][CH:16]([CH2:17][OH:18])[OH:20])[cH:11][cH:12][cH:13][cH:14]1.